Dataset: the Open Reaction Database (ORD), a public repository of structured organic reaction records. Task: describe an organic reaction: reactants, conditions, products, and yield The reactants are C1COC2=C1C=C3C=CC(=O)OC3=C2O (2,3-dihydroxanthotoxol), S(=O)(=O)(OC)OC (dimethyl sulfate). The product is COC1=C2C(=CC3=C1OCC3)C=CC(=O)O2 (2,3-dihydroxanthotoxin). RXN SMILES: [CH2:1]1[C:5]2[CH:6]=[C:7]3[C:13](=[C:14]([OH:15])[C:4]=2[O:3][CH2:2]1)[O:12][C:10](=[O:11])[CH:9]=[CH:8]3.S(OC)(O[CH3:20])(=O)=O>>[CH3:20][O:15][C:14]1[C:4]2[O:3][CH2:2][CH2:1][C:5]=2[CH:6]=[C:7]2[CH:8]=[CH:9][C:10]([O:12][C:13]=12)=[O:11]. Procedure: The process of claim 1, in which the 2,3-dihydroxanthotoxol of step 4 is methylated with dimethyl sulfate to form 2,3-dihydroxanthotoxin. The reactants are ClCC=1N=C2N(C(C1)=O)N(C=C2)C2=CC=CC=C2 (5-chloromethyl-1-phenyl-1H,7H-pyrazolo[1,5-a]pyrimidine-7-one), C(C)(=O)[O-].[K+] (potassium acetate). Solvent: CN(C=O)C (dimethylformamide). Conditions: time 20 hour. Yields the product C(C)(=O)OCC=1N=C2N(C(C1)=O)N(C=C2)C2=CC=CC=C2 (5-acetoxymethyl-1-phenyl-1H,7H-pyrazolo[1,5-a]pyrimidine-7-one). As a reaction SMILES: Cl[CH2:2][C:3]1[N:4]=[C:5]2[CH:12]=[CH:11][N:10]([C:13]3[CH:18]=[CH:17][CH:16]=[CH:15][CH:14]=3)[N:6]2[C:7](=[O:9])[CH:8]=1.[C:19]([O-:22])(=[O:21])[CH3:20].[K+]>CN(C)C=O>[C:19]([O:22][CH2:2][C:3]1[N:4]=[C:5]2[CH:12]=[CH:11][N:10]([C:13]3[CH:18]=[CH:17][CH:16]=[CH:15][CH:14]=3)[N:6]2[C:7](=[O:9])[CH:8]=1)(=[O:21])[CH3:20] |f:1.2|. Procedure details: 5-chloromethyl-1-phenyl-1H,7H-pyrazolo[1,5-a]pyrimidine-7-one (5.2 g), prepared according to Example 1, was dissolved in dimethylformamide (30 ml) and reacted with anhydrous potassium acetate (4 g) under stirring at room temperature for 20 hours. After dilution with ice water the precipitate was filtered and washed with water to give 5-acetoxymethyl-1-phenyl-1H,7H-pyrazolo[1,5-a]pyrimidine-7-one, m.p. 172°-175° C., (4.9 g) which was hydrolized by treatment with 8% HCl (50 ml) under stirring at 9...